The task is: describe an organic reaction: reactants, conditions, products, and yield. This data is from the Open Reaction Database (ORD), a public repository of structured organic reaction records. Solvent: O (water). Yields the product NC1=NC(=C(C(=N1)OCC1CCCCC1)N)N (2,5,6-Triamino-4-cyclohexylmethyloxypyrimidine). The reactants are S(=O)([O-])S(=O)[O-].[Na+].[Na+] (sodium dithionite), NC1=NC(=C(C(=N1)OCC1CCCCC1)N=O)N (2,6-diamino-5-nitroso-4-cyclohexylmethoxypyrimidine), N (ammonia). As a reaction SMILES: [NH2:1][C:2]1[N:7]=[C:6]([O:8][CH2:9][CH:10]2[CH2:15][CH2:14][CH2:13][CH2:12][CH2:11]2)[C:5]([N:16]=O)=[C:4]([NH2:18])[N:3]=1.S(S([O-])=O)([O-])=O.[Na+].[Na+].N>O>[NH2:1][C:2]1[N:7]=[C:6]([O:8][CH2:9][CH:10]2[CH2:15][CH2:14][CH2:13][CH2:12][CH2:11]2)[C:5]([NH2:16])=[C:4]([NH2:18])[N:3]=1 |f:1.2.3|. Conditions: time 8 hour. Reported procedure: To a strirred suspension of 2,6-diamino-5-nitroso-4-cyclohexylmethoxypyrimidine (0.10 g, 0.4 mmol) in water (5 ml) at 50° C. was added sodium dithionite (0.16 g, 0.92 mmol) in portions over a period of 5 h. The reaction mixture was allowed to cool to room temperature and stirred at ambient temperature overnight. The pH of the solution was adjusted to 7 with aqueous ammonia solution (2 ml), and the resulting fine yellow precipitate was collected by filtration and washed with water. The product wa...